This data is from the Open Reaction Database (ORD), a public repository of structured organic reaction records. The task is: describe an organic reaction: reactants, conditions, products, and yield Reactants: CCOC(=O)Cc1ccncc1N, Cl. Yields the product Cl, O=C1Cc2ccncc2N1. RXN SMILES: [CH2:1]([O:3][C:4](=[O:2])[CH2:5][c:6]1[c:7]([NH2:12])[cH:8][n:9][cH:10][cH:11]1)[CH3:13].[ClH:14]>>[ClH:14].[O:3]=[C:4]1[CH2:5][c:6]2[c:7]([cH:8][n:9][cH:10][cH:11]2)[NH:12]1.